This data is from the Open Reaction Database (ORD), a public repository of structured organic reaction records. The task is: describe an organic reaction: reactants, conditions, products, and yield Starting materials: C(=O)([O-])[O-].[K+].[K+] (K2CO3), BrCC=C (3-bromo-1-propen), C(C)OC(C1=CC(=C(C=C1)Cl)O)=O (4-chloro-3-hydroxy-benzoic acid ethyl ester). Solvent: CC(=O)C (acetone). The product is C(C)OC(C1=CC(=C(C=C1)Cl)OCC=C)=O (3-allyloxy-4-chloro-benzoic acid ethyl ester). RXN SMILES: C([O-])([O-])=O.[K+].[K+].Br[CH2:8][CH:9]=[CH2:10].[CH2:11]([O:13][C:14](=[O:23])[C:15]1[CH:20]=[CH:19][C:18]([Cl:21])=[C:17]([OH:22])[CH:16]=1)[CH3:12]>CC(C)=O>[CH2:11]([O:13][C:14](=[O:23])[C:15]1[CH:20]=[CH:19][C:18]([Cl:21])=[C:17]([O:22][CH2:10][CH:9]=[CH2:8])[CH:16]=1)[CH3:12] |f:0.1.2|. Procedure: K2CO3 (78.5 mmol) and 3-bromo-1-propen (52.3 mmol) are added to a solution of 4-chloro-3-hydroxy-benzoic acid ethyl ester (26.2 mmol) in acetone (50 mL). The mixture is heated to reflux for 16 h and cooled to RT. The solvents are removed in vacuo to give the desired product which is used without further purification. LC-MS: tR=1.05 min; [M+H]+=240.9. The reactants are [NH4+].[Cl-] (NH4Cl), C(C)[Mg]Br (ethylmagnesium bromide), C(C)OCC (diethyl ether), FC1=CC=C(C(=O)N(C)OC)C=C1 (4-fluoro-N-methoxy-N-methylbenzamide), Intermediate 49, Cl (HCl), BrC1=CN=CN1C (5-bromo-N-methyl-imidazole). The solvent is O (water), C1CCOC1 (THF). Run at time 17 minute. Product: FC1=CC=C(C=C1)C(=O)C1=CN=CN1C ((4-Fluorophenyl)(1-methyl-1H-imidazol-5-yl)methanone). RXN SMILES: Br[C:2]1[N:6]([CH3:7])[CH:5]=[N:4][CH:3]=1.C([Mg]Br)C.C(OCC)C.[F:17][C:18]1[CH:29]=[CH:28][C:21]([C:22](N(OC)C)=[O:23])=[CH:20][CH:19]=1.[NH4+].[Cl-].Cl>C1COCC1.O>[F:17][C:18]1[CH:29]=[CH:28][C:21]([C:22]([C:2]2[N:6]([CH3:7])[CH:5]=[N:4][CH:3]=2)=[O:23])=[CH:20][CH:19]=1 |f:4.5|. Reported procedure: A clear colorless solution of 5-bromo-N-methyl-imidazole (47.7 g, 296 mmol) in THF (500 mL) was placed in an ice bath and ethylmagnesium bromide in diethyl ether (3.0 M, 98.7 mL, 296 mmol) was added via syringe fairly rapidly, over 17 min. The thick suspension was stirred at room temperature for 20 min. The mixture was again cooled in an ice water bath before addition of neat 4-fluoro-N-methoxy-N-methylbenzamide (45.2 g, 247 mmol, Intermediate 49, step a). The resulting suspension was stirred ov... Starting materials: Cl.OC(CC(=O)O)C (3-hydroxybutanoic acid hydrochloride), C(C1=CC=CC=C1)[C@@H]1C[C@H](NC1)C(=O)NC1=CC=C(C=C1)OC1=CC=C(C=C1)F ((2S,4R)-4-benzyl-N-(4-(4-fluorophenoxy)phenyl)pyrrolidine-2-carboxamide). The product is Compound 118, C(C1=CC=CC=C1)[C@@H]1C[C@H](N(C1)C(CC(C)O)=O)C(=O)NC1=CC=C(C=C1)OC1=CC=C(C=C1)F ((2S,4R)-4-benzyl-N-(4-(4-fluorophenoxy)phenyl)-1-(3-hydroxybutanoyl)pyrrolidine-2-carboxamide). Isolated yield 29.7%. As a reaction SMILES: Cl.[OH:2][CH:3]([CH3:8])[CH2:4][C:5]([OH:7])=O.[CH2:9]([C@H:16]1[CH2:20][NH:19][C@H:18]([C:21]([NH:23][C:24]2[CH:29]=[CH:28][C:27]([O:30][C:31]3[CH:36]=[CH:35][C:34]([F:37])=[CH:33][CH:32]=3)=[CH:26][CH:25]=2)=[O:22])[CH2:17]1)[C:10]1[CH:15]=[CH:14][CH:13]=[CH:12][CH:11]=1>>[CH2:9]([C@H:16]1[CH2:20][N:19]([C:5](=[O:7])[CH2:4][CH:3]([OH:2])[CH3:8])[C@H:18]([C:21]([NH:23][C:24]2[CH:29]=[CH:28][C:27]([O:30][C:31]3[CH:32]=[CH:33][C:34]([F:37])=[CH:35][CH:36]=3)=[CH:26][CH:25]=2)=[O:22])[CH2:17]1)[C:10]1[CH:11]=[CH:12][CH:13]=[CH:14][CH:15]=1 |f:0.1|. Procedure: Proceeding as in Example 1, but substituting 3-hydroxybutanoic acid hydrochloride and (2S,4R)-4-benzyl-N-(4-(4-fluorophenoxy)phenyl)pyrrolidine-2-carboxamide, gave Compound 118, (2S,4R)-4-benzyl-N-(4-(4-fluorophenoxy)phenyl)-1-(3-hydroxybutanoyl)pyrrolidine-2-carboxamide (8.5 mg, 29.7%); Major isomer: 1H-NMR (400 MHz, DMSO-D6): σ 9.93 (s, 1H), 7.55-7.60 (m, 2H), 7.28-7.35 (m, 2H), 7.17-7.24 (m, 5H), 6.94-7.02 (m, 4H), 4.67 (m, 1H), 4.47-4.50 (m, 1H), 3.90 (m, 1H), 3.68-3.70 (m, 1H), 3.25-3.30 (m... The reactants are CCCCO, Cc1cc2nc[nH]c2cc1C, Clc1nc(Cl)c2[nH]cnc2n1. Yields the product Cc1cc2ncn(-c3nc(Cl)nc4[nH]cnc34)c2cc1C. RXN SMILES: [CH2:23]([OH:24])[CH2:25][CH2:26][CH3:27].[CH3:12][c:13]1[cH:14][c:15]2[n:16][cH:17][nH:18][c:19]2[cH:20][c:21]1[CH3:22].[Cl:1][c:2]1[n:3][c:4]([Cl:11])[c:5]2[nH:6][cH:7][n:8][c:9]2[n:10]1>>[Cl:1][c:2]1[n:3][c:4](-[n:16]2[c:15]3[cH:14][c:13]([CH3:12])[c:21]([CH3:22])[cH:20][c:19]3[n:18][cH:17]2)[c:5]2[n:6][cH:7][nH:8][c:9]2[n:10]1. Reactants: OCCCCNS(=O)(=O)C1=CC(=C(C=C1)Br)C (4-bromo-3-methylphenyl-sulfonic acid-(4-hydroxybutyl)-amide), FC1=C(C=CC(=C1)F)B(O)O (2,4-difluorophenyl boronic acid). Yields the product OCCCCNS(=O)(=O)C1=CC(=C(C=C1)C1=C(C=C(C=C1)F)F)C (2′,4′-Difluoro-2-methylbiphenyl-4-sulfonic acid-(4-hydroxybutyl)-amide). Reaction SMILES: [OH:1][CH2:2][CH2:3][CH2:4][CH2:5][NH:6][S:7]([C:10]1[CH:15]=[CH:14][C:13](Br)=[C:12]([CH3:17])[CH:11]=1)(=[O:9])=[O:8].[F:18][C:19]1[CH:24]=[C:23]([F:25])[CH:22]=[CH:21][C:20]=1B(O)O>>[OH:1][CH2:2][CH2:3][CH2:4][CH2:5][NH:6][S:7]([C:10]1[CH:15]=[CH:14][C:13]([C:22]2[CH:21]=[CH:20][C:19]([F:18])=[CH:24][C:23]=2[F:25])=[C:12]([CH3:17])[CH:11]=1)(=[O:9])=[O:8]. Procedure details: Using a method analogous to that described in Example 40, 4-bromo-3-methylphenyl-sulfonic acid-(4-hydroxybutyl)-amide and 2,4-difluorophenyl boronic acid were reacted to give the title compound as a thick oil. δC (DMSO, 62.9 MHz): 20.0, 26.4, 29.5, 43.1, 62.2, 104.2 (t, 25.4), 111.6 (d, J 21.5), 123.8 (d J 11.7), 124.4, 128.4, 131.7, 131.8 (m), 138.4, 139.4 (d, J 3.9), 159.4 (d J 250.0, 11.7) and 162.8 (dd 250.0, J 11.7). Reactants: C[O-], CO, OC1CCC(Nc2ncc3ccc(F)cc3n2)CC1, [Na+]. Yields the product COc1ccc2cnc(NC3CCC(O)CC3)nc2c1. As a reaction SMILES: [CH3:20][O-:21].[CH3:23][OH:24].[F:1][c:2]1[cH:3][cH:4][c:5]2[cH:6][n:7][c:8]([NH:12][CH:13]3[CH2:14][CH2:15][CH:16]([OH:19])[CH2:17][CH2:18]3)[n:9][c:10]2[cH:11]1.[Na+:22]>>[c:2]1([O:21][CH3:20])[cH:3][cH:4][c:5]2[cH:6][n:7][c:8]([NH:12][CH:13]3[CH2:14][CH2:15][CH:16]([OH:19])[CH2:17][CH2:18]3)[n:9][c:10]2[cH:11]1.